This data is from the Open Reaction Database (ORD), a public repository of structured organic reaction records. The task is: describe an organic reaction: reactants, conditions, products, and yield Reactants: ClCCl, O=S(=O)(OS(=O)(=O)C(F)(F)F)C(F)(F)F, CC(CO)(CCO)c1cc([N+](=O)[O-])ccc1F, O, c1ccc(P(c2ccccc2)c2ccccc2)cc1. Product: CC1(c2cc([N+](=O)[O-])ccc2F)CCOC1. RXN SMILES: [Cl:53][CH2:54][Cl:55].[F:20][C:21]([S:22]([O:23][S:24]([C:25]([F:26])([F:27])[F:28])(=[O:29])=[O:30])(=[O:31])=[O:32])([F:33])[F:34].[F:35][c:36]1[c:37]([C:45]([CH2:46][OH:47])([CH2:48][CH2:49][OH:50])[CH3:51])[cH:38][c:39]([N+:42](=[O:43])[O-:44])[cH:40][cH:41]1.[OH2:52].[c:1]1([P:2]([c:3]2[cH:4][cH:5][cH:6][cH:7][cH:8]2)[c:9]2[cH:10][cH:11][cH:12][cH:13][cH:14]2)[cH:15][cH:16][cH:17][cH:18][cH:19]1>>[F:35][c:36]1[c:37]([C:45]2([CH3:51])[CH2:46][O:50][CH2:49][CH2:48]2)[cH:38][c:39]([N+:42](=[O:43])[O-:44])[cH:40][cH:41]1. Reactants: CC(=O)O, [Na+], O=c1c2ccccc2[nH]c2ccccc12, [OH-], COC(=O)c1cccc2cc3ccccc3nc12. The product is O=C(O)c1cccc2cc3ccccc3nc12. As a reaction SMILES: [C:21]([OH:22])(=[O:23])[CH3:24].[Na+:20].[O:25]=[c:26]1[c:27]2[c:28]([cH:29][cH:30][cH:31][cH:32]2)[nH:33][c:34]2[c:35]1[cH:36][cH:37][cH:38][cH:39]2.[OH-:19].[cH:1]1[cH:2][cH:3][c:4]([C:15](=[O:16])[O:17][CH3:18])[c:5]2[n:6][c:7]3[cH:8][cH:9][cH:10][cH:11][c:12]3[cH:13][c:14]12>>[cH:1]1[cH:2][cH:3][c:4]([C:15](=[O:16])[OH:17])[c:5]2[n:6][c:7]3[cH:8][cH:9][cH:10][cH:11][c:12]3[cH:13][c:14]12. The reactants are ClC1=CC2=C(N(C(N2)=O)C2CCN(CC2)CCCN2C(N(C3=C2C=C(C=C3)C)C(=C)C)=O)C=C1 (3-{3-[4-(5-chloro-2,3-dihydro-2-oxo-1H-benzimidazol-1-yl)-1-piperidinyl]propyl}-1,3-dihydro-5-methyl-1-(1-methylethenyl)-2H-benzimidazol-2-one), Cl (hydrochloric acid), C(C)O (ethanol). The solvent is O (water). Conditions: time 1 hour. Product: O.ClC1=CC2=C(N(C(N2)=O)C2CCN(CC2)CCCN2C(NC3=C2C=C(C=C3)C)=O)C=C1.ClC1=CC3=C(N(C(N3)=O)C3CCN(CC3)CCCN3C(NC2=C3C=C(C=C2)C)=O)C=C1 (5-chloro-1-{1-[3-(2,3-dihydro-6-methyl-2-oxo-1H-benzimidazol-1-yl)-propyl]-4-piperidinyl}-1,3-dihydro-2H-benzimidazol-2-one hemihydrate). Yield: 40.0%. RXN SMILES: [Cl:1][C:2]1[CH:34]=[CH:33][C:5]2[N:6]([CH:10]3[CH2:15][CH2:14][N:13]([CH2:16][CH2:17][CH2:18][N:19]4[C:23]5[CH:24]=[C:25]([CH3:28])[CH:26]=[CH:27][C:22]=5[N:21](C(C)=C)[C:20]4=[O:32])[CH2:12][CH2:11]3)[C:7](=[O:9])[NH:8][C:4]=2[CH:3]=1.Cl.C(O)C>O>[OH2:9].[Cl:1][C:2]1[CH:34]=[CH:33][C:5]2[N:6]([CH:10]3[CH2:15][CH2:14][N:13]([CH2:16][CH2:17][CH2:18][N:19]4[C:23]5[CH:24]=[C:25]([CH3:28])[CH:26]=[CH:27][C:22]=5[NH:21][C:20]4=[O:32])[CH2:12][CH2:11]3)[C:7](=[O:9])[NH:8][C:4]=2[CH:3]=1.[Cl:1][C:2]1[CH:34]=[CH:33][C:5]2[N:6]([CH:10]3[CH2:15][CH2:14][N:13]([CH2:16][CH2:17][CH2:18][N:19]4[C:23]5[CH:24]=[C:25]([CH3:28])[CH:26]=[CH:27][C:22]=5[NH:21][C:20]4=[O:32])[CH2:12][CH2:11]3)[C:7](=[O:9])[NH:8][C:4]=2[CH:3]=1 |f:4.5.6|. Reported procedure: A mixture of 6.4 parts of 3-{3-[4-(5-chloro-2,3-dihydro-2-oxo-1H-benzimidazol-1-yl)-1-piperidinyl]propyl}-1,3-dihydro-5-methyl-1-(1-methylethenyl)-2H-benzimidazol-2-one, 24 parts of a concentrated hydrochloric acid solution, 80 parts of ethanol and 50 parts of water is stirred for 1 hour at room temperature. The reaction mixture is evaporated and the residue is stirred in ammonium hydroxide. The product is extracted with trichloromethane. The extract is dried, filtered and evaporated. The residu... The reactants are BrC=1C=C(C=CC1)N1N=C(C2=C1C=1C=CC=CC1S(C2)(=O)=O)C(=O)N2CCOCC2 (1-(3-bromophenyl)-3-(morpholin-4-ylcarbonyl)-1,4-dihydrothiochromeno[4,3-c]pyrazole 5,5-dioxide), [Br-].S1C(=NC=C1)[Zn+] (thiazolyl zinc bromide), tetrakis(triphenyl phosphine)palladium(0). The solvent is C1CCOC1 (THF). Yields the product N1(CCOCC1)C(=O)C=1C2=C(N(N1)C1=CC(=CC=C1)C=1SC=CN1)C=1C=CC=CC1S(C2)(=O)=O (3-(Morpholin-4-ylcarbonyl)-1-[3-(1,3-thiazol-2-yl)phenyl]-1,4-dihydrothiochromeno[4,3-c]pyrazole 5,5-dioxide). Reaction SMILES: Br[C:2]1[CH:3]=[C:4]([N:8]2[C:12]3[C:13]4[CH:14]=[CH:15][CH:16]=[CH:17][C:18]=4[S:19](=[O:22])(=[O:21])[CH2:20][C:11]=3[C:10]([C:23]([N:25]3[CH2:30][CH2:29][O:28][CH2:27][CH2:26]3)=[O:24])=[N:9]2)[CH:5]=[CH:6][CH:7]=1.[Br-].[S:32]1[CH:36]=[CH:35][N:34]=[C:33]1[Zn+]>C1COCC1>[N:25]1([C:23]([C:10]2[C:11]3[CH2:20][S:19](=[O:22])(=[O:21])[C:18]4[CH:17]=[CH:16][CH:15]=[CH:14][C:13]=4[C:12]=3[N:8]([C:4]3[CH:5]=[CH:6][CH:7]=[C:2]([C:33]4[S:32][CH:36]=[CH:35][N:34]=4)[CH:3]=3)[N:9]=2)=[O:24])[CH2:30][CH2:29][O:28][CH2:27][CH2:26]1 |f:1.2|. Procedure: 1-(3-bromophenyl)-3-(morpholin-4-ylcarbonyl)-1,4-dihydrothiochromeno[4,3-c]pyrazole 5,5-dioxide (100 mg, 0.20 mmol, 1 eq.) is taken in THF in and bubbled with nitrogen for 5 minutes. To this are added thiazolyl zinc bromide (2 mL), tetrakis(triphenyl phosphine)palladium(0) (12 mg, 0.010 mmol, 0.05 eq.) and the reaction mixture is heated under sealed condition at 65° C. for 4 h. The reaction mixture is filtered through a celite pad, concentrated under reduced pressure and purified by flash chroma... Starting materials: C(C1=CC=CC=C1)I (benzyl iodide), C1(=CC=C(C=C1)P(C1=CC=C(C=C1)C)C1=CC=C(C=C1)C)C (tri-p-tolylphosphine), P(O)(O)(O)=O (phosphoric acid). Solvent: C1(=CC=CC=C1)C (toluene). Reaction conditions: temperature 35 celsius. Product: [I-].C(C1=CC=CC=C1)[P+](C1=CC=C(C=C1)C)(C1=CC=C(C=C1)C)C1=CC=C(C=C1)C (Benzyltri-p-tolyl Phosphonium Iodide). As a reaction SMILES: [C:1]1([CH3:22])[CH:6]=[CH:5][C:4]([P:7]([C:15]2[CH:20]=[CH:19][C:18]([CH3:21])=[CH:17][CH:16]=2)[C:8]2[CH:13]=[CH:12][C:11]([CH3:14])=[CH:10][CH:9]=2)=[CH:3][CH:2]=1.[CH2:23]([I:30])[C:24]1[CH:29]=[CH:28][CH:27]=[CH:26][CH:25]=1.P(=O)(O)(O)O>C1(C)C=CC=CC=1>[I-:30].[CH2:23]([P+:7]([C:4]1[CH:5]=[CH:6][C:1]([CH3:22])=[CH:2][CH:3]=1)([C:15]1[CH:16]=[CH:17][C:18]([CH3:21])=[CH:19][CH:20]=1)[C:8]1[CH:13]=[CH:12][C:11]([CH3:14])=[CH:10][CH:9]=1)[C:24]1[CH:29]=[CH:28][CH:27]=[CH:26][CH:25]=1 |f:4.5|. Procedure: Into a 50 milliliter glass reactor equipped with a thermometer connected to a temperature controller, a heating mantle, a condenser and a magnetic stirring bar, is charged 5 gms (0.0164 mole) of tri-p-tolylphosphine and 23 gms of toluene. The slurry is heated to 35° C. then 4.3 gms (0.0177 mole) of benzyl iodide is added. This reaction mass is heated to 40° C. in 15 minutes and maintained for 16 hours then cooled to 26° C. and the resulting phosphonium salt collected by filtration, then vacuum d... The reactants are FC1=C(C(=O)NC(CCO)C2=C(C=C(C=C2)C2=CC=C(C=C2)OC(F)(F)F)C)C(=CC=C1)F (N-(2,6-difluorobenzoyl)-3-amino-3-(3-methyl-4'-trifluoromethoxybiphenyl-4-yl)-1-propanol), FC1=C(C(=O)NC(CCO)C2=CC=C(C=C2)Cl)C(=CC=C1)F (N-(2,6-difluorobenzoyl)-3-amino-3-(4-chlorophenyl)-1-propanol). The product is FC1=C(C(=CC=C1)F)C=1OCCC(N1)C1=C(C=C(C=C1)C1=CC=C(C=C1)OC(F)(F)F)C (2-(2,6-difluorophenyl)-4-(3-methyl-4'-trifluoromethoxybiphenyl-4-yl)-5,6-dihydro(4H)1,3-oxazine). Yield: 64.2%. Reaction SMILES: [F:1][C:2]1[CH:32]=[CH:31][CH:30]=[C:29]([F:33])[C:3]=1[C:4]([NH:6][CH:7]([C:11]1[CH:16]=[CH:15][C:14]([C:17]2[CH:22]=[CH:21][C:20]([O:23][C:24]([F:27])([F:26])[F:25])=[CH:19][CH:18]=2)=[CH:13][C:12]=1[CH3:28])[CH2:8][CH2:9][OH:10])=O.FC1C=CC=C(F)C=1C(NC(C1C=CC(Cl)=CC=1)CCO)=O>>[F:1][C:2]1[CH:32]=[CH:31][CH:30]=[C:29]([F:33])[C:3]=1[C:4]1[O:10][CH2:9][CH2:8][CH:7]([C:11]2[CH:16]=[CH:15][C:14]([C:17]3[CH:22]=[CH:21][C:20]([O:23][C:24]([F:25])([F:27])[F:26])=[CH:19][CH:18]=3)=[CH:13][C:12]=2[CH3:28])[N:6]=1. Procedure: The procedure is as for Example 85, but 5.0 g (10.8 mmol) of N-(2,6-difluorobenzoyl)-3-amino-3-(3-methyl-4'-trifluoromethoxybiphenyl-4-yl)-1-propanol are employed instead of N-(2,6-difluorobenzoyl)-3-amino-3-(4-chlorophenyl)-1-propanol. 3.1 g (64.5%) of 2-(2,6-difluorophenyl)-4-(3-methyl-4'-trifluoromethoxybiphenyl-4-yl)-5,6-dihydro(4H)1,3-oxazine are obtained as a colorless oil.